This data is from the Open Reaction Database (ORD), a public repository of structured organic reaction records. The task is: describe an organic reaction: reactants, conditions, products, and yield Reactants: C1CCOC1, COc1ccc(CNc2cccc(CCCCC(=O)CP(=O)(OC)OC)n2)cc1, Cc1ncc(C=O)cn1, [Na+], [OH-]. Product: COc1ccc(CNc2cccc(CCCCC(=O)C=Cc3cnc(C)nc3)n2)cc1. RXN SMILES: [CH2:41]1[O:42][CH2:43][CH2:44][CH2:45]1.[CH3:1][O:2][P:3](=[O:4])([O:5][CH3:6])[CH2:7][C:8]([CH2:9][CH2:10][CH2:11][CH2:12][c:13]1[n:14][c:15]([NH:19][CH2:20][c:21]2[cH:22][cH:23][c:24]([O:27][CH3:28])[cH:25][cH:26]2)[cH:16][cH:17][cH:18]1)=[O:29].[CH3:30][c:31]1[n:32][cH:33][c:34]([CH:37]=[O:38])[cH:35][n:36]1.[Na+:40].[OH-:39]>>[CH:7]([C:8]([CH2:9][CH2:10][CH2:11][CH2:12][c:13]1[n:14][c:15]([NH:19][CH2:20][c:21]2[cH:22][cH:23][c:24]([O:27][CH3:28])[cH:25][cH:26]2)[cH:16][cH:17][cH:18]1)=[O:29])=[CH:37][c:34]1[cH:33][n:32][c:31]([CH3:30])[n:36][cH:35]1. Starting materials: C(C)#N (acetonitrile), [N+](=O)([O-])C=1C=CC(=NC1)N[C@@H]1CC[C@H](CC1)N (N-(5-nitro-2-pyridyl)-trans-1,4-cyclohexanediamine), CO (methanol), ClCC(=O)N1CSC[C@H]1C#N ((R)-3-chloroacetyl-4-cyanothiazolidine). Solvent: CCOCC (ether), C(C)(=O)OCC (ethyl acetate), C(Cl)(Cl)Cl (chloroform), hydrochloric acid-ether, O (Water). Conditions: time 15 hour. The product is Cl.Cl.C(#N)C1N([C@H](SC1)C(C)=O)N[C@@H]1CC[C@H](CC1)NC1=NC=C(C=C1)[N+](=O)[O-] ((R)-4-cyano-3-[trans-4-(5-nitro-2-pyridylamino)cyclohexylamino]-acetylthiazolidine-dihydrochloride). As a reaction SMILES: [C:1](#N)[CH3:2].C[OH:5].[Cl:6]CC([N:10]1[C@H:14]([C:15]#[N:16])[CH2:13][S:12][CH2:11]1)=O.[N+:17]([C:20]1[CH:21]=[CH:22][C:23]([NH:26][C@H:27]2[CH2:32][CH2:31][C@H:30]([NH2:33])[CH2:29][CH2:28]2)=[N:24][CH:25]=1)([O-:19])=[O:18]>C(OCC)(=O)C.C(Cl)(Cl)Cl.CCOCC.O>[ClH:6].[ClH:6].[C:15]([CH:14]1[CH2:13][S:12][C@H:11]([C:1](=[O:5])[CH3:2])[N:10]1[NH:33][C@H:30]1[CH2:29][CH2:28][C@H:27]([NH:26][C:23]2[CH:22]=[CH:21][C:20]([N+:17]([O-:19])=[O:18])=[CH:25][N:24]=2)[CH2:32][CH2:31]1)#[N:16] |f:8.9.10|. Procedure: A solution of 2 ml of acetonitrile-1 ml of methanol containing 100 mg of (R)-3-chloroacetyl-4-cyanothiazolidine (the compound of Reference Example 2 mentioned below) and 372 mg of N-(5-nitro-2-pyridyl)-trans-1,4-cyclohexanediamine was stirred at room temperature for 15 hours. Water was added to the reaction mixture and the mixture was extracted with chloroform. After the extract was dried over anhydrous sodium sulfate, the solvent was removed under reduced pressure. The residue was purified by d... The reactants are C(C)(=O)N1C(=NCC1)NC1=CC(=NN1C1=CC=C(C=C1)F)C (1-Acetyl-2[1-(4-fluorophenyl)-3-methyl-5-pyrazolyl] amino-2-imidazoline), Cl (HCl). Run in CO (methanol). Product: FC1=CC=C(C=C1)N1N=C(C=C1NC=1NCCN1)C (2[1-(4-Fluorophenyl)-3-methyl-5-pyrazolyl] amino-2-imidazoline). As a reaction SMILES: C([N:4]1[CH2:8][CH2:7][N:6]=[C:5]1[NH:9][C:10]1[N:14]([C:15]2[CH:20]=[CH:19][C:18]([F:21])=[CH:17][CH:16]=2)[N:13]=[C:12]([CH3:22])[CH:11]=1)(=O)C.Cl>CO>[F:21][C:18]1[CH:17]=[CH:16][C:15]([N:14]2[C:10]([NH:9][C:5]3[NH:6][CH2:7][CH2:8][N:4]=3)=[CH:11][C:12]([CH3:22])=[N:13]2)=[CH:20][CH:19]=1. Procedure: 1-Acetyl-2[1-(4-fluorophenyl)-3-methyl-5-pyrazolyl] amino-2-imidazoline (21.0 g.) was treated with HCl in methanol as described in Example II to give 7.503 g. mp 213°-215°